From a dataset of the Open Reaction Database (ORD), a public repository of structured organic reaction records. describe an organic reaction: reactants, conditions, products, and yield Reactants: CCNC(=O)NOCC(=O)O, CCOC(OCC)C(C)N(Cc1cccc2ccccc12)C(=O)C(N)CCCCNC(=O)OC(C)(C)C. Product: CCNC(=O)NOCC(=O)NC(CCCCNC(=O)OC(C)(C)C)C(=O)N(Cc1cccc2ccccc12)C(C)C(OCC)OCC. RXN SMILES: [CH2:1]([CH3:2])[NH:3][C:4]([NH:5][O:6][CH2:7][C:8](=[O:9])[OH:10])=[O:11].[NH2:12][CH:13]([CH2:14][CH2:15][CH2:16][CH2:17][NH:18][C:19]([O:20][C:21]([CH3:22])([CH3:23])[CH3:24])=[O:25])[C:26](=[O:27])[N:28]([CH2:29][c:30]1[cH:31][cH:32][cH:33][c:34]2[cH:35][cH:36][cH:37][cH:38][c:39]12)[CH:40]([CH:41]([O:42][CH2:43][CH3:44])[O:45][CH2:46][CH3:47])[CH3:48]>>[CH2:1]([CH3:2])[NH:3][C:4]([NH:5][O:6][CH2:7][C:8](=[O:10])[NH:12][CH:13]([CH2:14][CH2:15][CH2:16][CH2:17][NH:18][C:19]([O:20][C:21]([CH3:22])([CH3:23])[CH3:24])=[O:25])[C:26](=[O:27])[N:28]([CH2:29][c:30]1[cH:31][cH:32][cH:33][c:34]2[cH:35][cH:36][cH:37][cH:38][c:39]12)[CH:40]([CH:41]([O:42][CH2:43][CH3:44])[O:45][CH2:46][CH3:47])[CH3:48])=[O:11]. Solvent: CCO (EtOH). Reactants: ClC1=CC(=C(C=C1Cl)NC(CC1=CC=C(C=C1)OC)=O)[N+](=O)[O-] (4,5-Dichloro-2-nitro-1-[(4-methoxyphenyl)acetamido]benzene), [K+].[Br-] (KBr). Procedure details: The title compound was prepared according to the procedure described in the preceding example by substituting 127 (8 mmol) for 125. Yield: 75%; mp 262°-264° C. (from EtOH); IR (KBr) 3439, 3204, 2934, 2841, 1696, 1682, 1663, 1609, 1362, 1308, 1262 and 1184 cm-1 ; 1H NMR (in DMSO-d6) δ3.79 (s, 3H), 6.99 (d, 2H, J=8.7 Hz), 7.50 (s, 1H), 7.74 (d, 2H, J=8.7 Hz), 8.28 (s, 1H), 12.48 (br.s, 1H, N--H); HPLC: 97%; HRMS Calcd for C15H10N2O3Cl2 : 336.0068. Found: 336.0068. Product: ClC=1C=C2[N+](=C(C(NC2=CC1Cl)=O)C1=CC=C(C=C1)OC)[O-] (6,7-Dichloro-3-(4'-methoxyphenyl)-1,2-dihydroquinoxalin-2-one-4-oxide). As a reaction SMILES: [Cl:1][C:2]1[C:7]([Cl:8])=[CH:6][C:5]([NH:9][C:10](=[O:20])[CH2:11][C:12]2[CH:17]=[CH:16][C:15]([O:18][CH3:19])=[CH:14][CH:13]=2)=[C:4]([N+:21]([O-:23])=O)[CH:3]=1.[K+].[Br-]>CCO>[Cl:1][C:2]1[CH:3]=[C:4]2[C:5](=[CH:6][C:7]=1[Cl:8])[NH:9][C:10](=[O:20])[C:11]([C:12]1[CH:17]=[CH:16][C:15]([O:18][CH3:19])=[CH:14][CH:13]=1)=[N+:21]2[O-:23] |f:1.2|. Isolated yield 75.0%. Yields the product COC=1C=C2C(=CNC2=CC1)C1=CC2=C(N=CC=C2C#N)N1 (2-(5-Methoxy-1H-indol-3-yl)-1H-pyrrolo[2,3-b]pyridine-4-carbonitrile). Starting materials: IC1=CC2=C(N=CC=C2C#N)N1S(=O)(=O)C1=CC=C(C=C1)C (2-iodo-1-(toluene-4-sulfonyl)-1H-pyrrolo[2,3-b]pyridine-4-carbonitrile), COC=1C=C2C(=CNC2=CC1)C1=CC2=C(N=CC=C2C#N)N1S(=O)(=O)C1=CC=C(C=C1)C (2-(5-methoxy-1H-indol-3-y)-1-(toluene-4-sulfonyl)-1H-pyrrolo[2,3-b]pyridine-4-carbonitrile). The solvent is C(C)(=O)OCC.CCCCCCC (ethyl acetate heptane). Procedure: By proceeding in a similar manner to Reference Example 12(a) but using 2-iodo-1-(toluene-4-sulfonyl)-1H-pyrrolo[2,3-b]pyridine-4-carbonitrile [Reference Example 62(a)] there was prepared the title compound as a yellow solid, m.p. 303–304° C., TLC RF=0.07 (ethyl acetate/heptane 1:1) and 2-(5-methoxy-1H-indol-3-y)-1-(toluene-4-sulfonyl)-1H-pyrrolo[2,3-b]pyridine-4-carbonitrile [Reference Example 100] as a brown oil. MS: 443 (MH+). TLC: RF=0.38 (ethyl acetate/heptane 1:1). Reaction SMILES: IC1N(S(C2C=CC(C)=CC=2)(=O)=O)C2N=CC=C(C#N)C=2C=1.[CH3:23][O:24][C:25]1[CH:26]=[C:27]2[C:31](=[CH:32][CH:33]=1)[NH:30][CH:29]=[C:28]2[C:34]1[N:44](S(C2C=CC(C)=CC=2)(=O)=O)[C:37]2[N:38]=[CH:39][CH:40]=[C:41]([C:42]#[N:43])[C:36]=2[CH:35]=1>C(OCC)(=O)C.CCCCCCC>[CH3:23][O:24][C:25]1[CH:26]=[C:27]2[C:31](=[CH:32][CH:33]=1)[NH:30][CH:29]=[C:28]2[C:34]1[NH:44][C:37]2[N:38]=[CH:39][CH:40]=[C:41]([C:42]#[N:43])[C:36]=2[CH:35]=1 |f:2.3|. Isolated yield 61.1%. Yields the product COC=1C=C(C=CC1OCC#C)/C=C/C(=O)NC1=C(C(=O)O)C=CC=C1 ((E)-2-[[3-(3-methoxy-4-propargyloxyphenyl)-1-oxo-2-propenyl]amino]benzoic acid). Reactants: N1CCCCC1 (Piperidine), COC=1C=C(C=O)C=CC1OCC#C (3-methoxy-4-propargyloxybenzaldehyde), C(=O)(O)CC(=O)NC1=C(C(=O)O)C=CC=C1 (2-[(carboxyacetyl)amino]benzoic acid). Procedure details: Piperidine (158 mL, 1.59 mol) was added to a suspension of 3-methoxy-4-propargyloxybenzaldehyde (302 g, 1.59 mol) and 2-[(carboxyacetyl)amino]benzoic acid (322 g, 1.44 mol) in toluene (1.5 L). The reaction flask was fitted with a Dean-Stark apparatus and heated to reflux for 30 min. The reaction was then cooled to rt and the resulting suspension was filtered and washed with toluene. The piperidinium salt was dissolved in MeOH (4 L) and water (1 L) at 50° C. and the solution was acidified with 50... Reaction SMILES: N1CCCCC1.[CH3:7][O:8][C:9]1[CH:10]=[C:11]([CH:14]=[CH:15][C:16]=1[O:17][CH2:18][C:19]#[CH:20])[CH:12]=O.C([CH2:24][C:25]([NH:27][C:28]1[CH:36]=[CH:35][CH:34]=[CH:33][C:29]=1[C:30]([OH:32])=[O:31])=[O:26])(O)=O>C1(C)C=CC=CC=1>[CH3:7][O:8][C:9]1[CH:10]=[C:11](/[CH:12]=[CH:24]/[C:25]([NH:27][C:28]2[CH:36]=[CH:35][CH:34]=[CH:33][C:29]=2[C:30]([OH:32])=[O:31])=[O:26])[CH:14]=[CH:15][C:16]=1[O:17][CH2:18][C:19]#[CH:20]. The solvent is C1(=CC=CC=C1)C (toluene). Starting materials: [H-].[Na+] (sodium hydride), C(#N)C1=CC(=C(C=C1)[C@H]1NC(N(C(=C1C#N)C)C1=CC(=CC=C1)C(F)(F)F)=O)S(=O)(=O)CC ((4S)-4-[4-Cyano-2-(ethylsulfonyl)phenyl]-6-methyl-2-oxo-1-[3-(trifluoromethyl)phenyl]-1,2,3,4-tetrahydropyrimidine-5-carbonitrile), CS(=O)(=O)Cl (methanesulfonyl chloride). Solvent: C1CCOC1 (THF), C1CCOC1 (THF). Run at time 20 minute. The product is C(#N)C1=CC(=C(C=C1)[C@H]1N(C(N(C(=C1C#N)C)C1=CC(=CC=C1)C(F)(F)F)=O)S(=O)(=O)C)S(=O)(=O)CC ((4S)-4-[4-Cyano-2-(ethylsulfonyl)phenyl]-6-methyl-3-(methylsulfonyl)-2-oxo-1-[3-(trifluoromethyl)phenyl]-1,2,3,4-tetrahydropyrimidine-5-carbonitrile). As a reaction SMILES: [C:1]([C:3]1[CH:8]=[CH:7][C:6]([C@@H:9]2[C:14]([C:15]#[N:16])=[C:13]([CH3:17])[N:12]([C:18]3[CH:23]=[CH:22][CH:21]=[C:20]([C:24]([F:27])([F:26])[F:25])[CH:19]=3)[C:11](=[O:28])[NH:10]2)=[C:5]([S:29]([CH2:32][CH3:33])(=[O:31])=[O:30])[CH:4]=1)#[N:2].[H-].[Na+].[CH3:36][S:37](Cl)(=[O:39])=[O:38]>C1COCC1>[C:1]([C:3]1[CH:8]=[CH:7][C:6]([C@@H:9]2[C:14]([C:15]#[N:16])=[C:13]([CH3:17])[N:12]([C:18]3[CH:23]=[CH:22][CH:21]=[C:20]([C:24]([F:27])([F:26])[F:25])[CH:19]=3)[C:11](=[O:28])[N:10]2[S:37]([CH3:36])(=[O:39])=[O:38])=[C:5]([S:29]([CH2:32][CH3:33])(=[O:31])=[O:30])[CH:4]=1)#[N:2] |f:1.2|. Procedure: The reaction was carried out under argon. (4S)-4-[4-Cyano-2-(ethylsulfonyl)phenyl]-6-methyl-2-oxo-1-[3-(trifluoromethyl)phenyl]-1,2,3,4-tetrahydropyrimidine-5-carbonitrile (71.2 mg, 150 μmol) was initially charged in dry THF (3 ml), and sodium hydride (60% in mineral oil; 8.4 mg, 210 μmol; 1.4 eq.) was added at 0° C. The mixture was warmed to RT and stirred for 20 min. A solution of methanesulfonyl chloride (24.1 mg, 210 μmol; 1.4 eq.) in THF (1 ml) was then slowly added dropwise. The reactants are N#N.COC1=CC=C(C=C1)C(C1=CC=CC=C1)(C1=CC=CC=C1)NC=1NC(C=2N=CN(C2N1)COC(COC(C)=O)COC(C)=O)=O (N2 (4-methoxyphenyldiphenylmethyl)-9-(1,3-diacetoxy-2-propoxymethyl)guanine). The solvent is CO (methanol), [OH-].[NH4+] (ammonium hydroxide), [OH-].[NH4+] (ammonium hydroxide). Reaction conditions: temperature 50 celsius, time 2.5 hour. The product is N#N.COC1=CC=C(C=C1)C(C1=CC=CC=C1)(C1=CC=CC=C1)NC=1NC(C=2N=CN(C2N1)COC(CO)CO)=O (N2 (4-methoxyphenyldiphenylmethyl)-9-(1,3-dihydroxy-2-propoxymethyl)guanine). As a reaction SMILES: [N:1]#[N:2].[CH3:3][O:4][C:5]1[CH:10]=[CH:9][C:8]([C:11]([NH:24][C:25]2[NH:26][C:27](=[O:47])[C:28]3[N:29]=[CH:30][N:31]([CH2:34][O:35][CH:36]([CH2:42][O:43]C(=O)C)[CH2:37][O:38]C(=O)C)[C:32]=3[N:33]=2)([C:18]2[CH:23]=[CH:22][CH:21]=[CH:20][CH:19]=2)[C:12]2[CH:17]=[CH:16][CH:15]=[CH:14][CH:13]=2)=[CH:7][CH:6]=1>CO.[OH-].[NH4+]>[N:1]#[N:2].[CH3:3][O:4][C:5]1[CH:6]=[CH:7][C:8]([C:11]([NH:24][C:25]2[NH:26][C:27](=[O:47])[C:28]3[N:29]=[CH:30][N:31]([CH2:34][O:35][CH:36]([CH2:37][OH:38])[CH2:42][OH:43])[C:32]=3[N:33]=2)([C:12]2[CH:13]=[CH:14][CH:15]=[CH:16][CH:17]=2)[C:18]2[CH:23]=[CH:22][CH:21]=[CH:20][CH:19]=2)=[CH:9][CH:10]=1 |f:0.1,3.4,5.6|. Procedure: 4.0 G of N2 -(4-methoxyphenyldiphenylmethyl)-9-(1,3-diacetoxy-2-propoxymethyl)guanine in 100 ml of methanol plus 20 ml of concentrated ammonium hydroxide was magnetically stirred at 22° C. for 16 hours then at 50° C. for 2.5 hours. An additional 10 ml of ammonium hydroxide were then added and the solution stirred another 2.5 hours at 50° C. Next, the solution was concentrated at reduced pressure and the residual solid recrystallized from methanol:ethyl acetate to give 3.5 g of N2 -(4-methoxyphen... Reactants: CCCC[Sn](CCCC)(CCCC)c1cncc(OC)n1, O=c1[nH]ccc2cc(Cl)nc(Nc3ccc(N4CCOCC4)cc3)c12, CN(C)C=O. Yields the product COc1cncc(-c2cc3cc[nH]c(=O)c3c(Nc3ccc(N4CCOCC4)cc3)n2)n1. Reaction SMILES: [CH3:26][O:27][c:28]1[n:29][c:30]([Sn:34]([CH2:35][CH2:36][CH2:37][CH3:38])([CH2:39][CH2:40][CH2:41][CH3:42])[CH2:43][CH2:44][CH2:45][CH3:46])[cH:31][n:32][cH:33]1.[Cl:1][c:2]1[cH:3][c:4]2[cH:5][cH:6][nH:7][c:8](=[O:25])[c:9]2[c:10]([NH:12][c:13]2[cH:14][cH:15][c:16]([N:19]3[CH2:20][CH2:21][O:22][CH2:23][CH2:24]3)[cH:17][cH:18]2)[n:11]1.[O:47]=[CH:48][N:49]([CH3:50])[CH3:51]>>[c:2]1(-[c:30]2[n:29][c:28]([O:27][CH3:26])[cH:33][n:32][cH:31]2)[cH:3][c:4]2[cH:5][cH:6][nH:7][c:8](=[O:25])[c:9]2[c:10]([NH:12][c:13]2[cH:14][cH:15][c:16]([N:19]3[CH2:20][CH2:21][O:22][CH2:23][CH2:24]3)[cH:17][cH:18]2)[n:11]1.